The task is: describe an organic reaction: reactants, conditions, products, and yield. This data is from the Open Reaction Database (ORD), a public repository of structured organic reaction records. Reactants: CN1CCNC2=CC(=CC=C12)C1=CC=CC(=N1)C(=O)OC(C)(C)C (tert-butyl 6-(1-methyl-1,2,3,4-tetrahydroquinoxalin-6-yl)picolinate), S1C(=NC2=C1C=CC=C2)NC(OC2=CC=C(C=C2)[N+](=O)[O-])=O (4-nitrophenyl benzo[d]thiazol-2-ylcarbamate). The solvent is C(C)#N (acetonitrile). Product: S1C(=NC2=C1C=CC=C2)NC(=O)N2CCN(C1=CC=C(C=C21)C2=CC=CC(=N2)C(=O)OC(C)(C)C)C (tert-butyl 6-(4-(benzo[d]thiazol-2-ylcarbamoyl)-1-methyl-1,2,3,4-tetrahydroquinoxalin-6-yl)picolinate). Yield: 85.2%. RXN SMILES: [CH3:1][N:2]1[C:11]2[C:6](=[CH:7][C:8]([C:12]3[N:17]=[C:16]([C:18]([O:20][C:21]([CH3:24])([CH3:23])[CH3:22])=[O:19])[CH:15]=[CH:14][CH:13]=3)=[CH:9][CH:10]=2)[NH:5][CH2:4][CH2:3]1.[S:25]1[C:29]2[CH:30]=[CH:31][CH:32]=[CH:33][C:28]=2[N:27]=[C:26]1[NH:34][C:35](=O)[O:36]C1C=CC([N+]([O-])=O)=CC=1>C(#N)C>[S:25]1[C:29]2[CH:30]=[CH:31][CH:32]=[CH:33][C:28]=2[N:27]=[C:26]1[NH:34][C:35]([N:5]1[C:6]2[C:11](=[CH:10][CH:9]=[C:8]([C:12]3[N:17]=[C:16]([C:18]([O:20][C:21]([CH3:24])([CH3:23])[CH3:22])=[O:19])[CH:15]=[CH:14][CH:13]=3)[CH:7]=2)[N:2]([CH3:1])[CH2:3][CH2:4]1)=[O:36]. Reported procedure: A mixture of tert-butyl 6-(1-methyl-1,2,3,4-tetrahydroquinoxalin-6-yl)picolinate (25G) (36 mg, 0.11 mmol) and 4-nitrophenyl benzo[d]thiazol-2-ylcarbamate (19) (42 mg, 0.13 mmol) in anhydrous acetonitrile (1.0 mL) was heated to reflux for 3 hours, cooled to rt, concentrated under reduced pressure, and the crude material was purified by flash column chromatography on silica gel eluting with a gradient of PE:EtOAc 100:0-70:30, to provide 47 mg (85%) of the desired product tert-butyl 6-(4-(benzo[d]t... Reactants: CC1=NC=C(C=C1)C=O (2-methyl-5-formylpyridine), N1C(=S)NC(=O)C=C1 (2-thiouracil), Cl (hydrochloric acid), C([O-])(O)=O.[Na+] (sodium bicarbonate). Run in CO (methanol). Yields the product OC1=NC(=NC=C1C(O)C=1C=NC(=CC1)C)S (4-hydroxy-2-mercapto-5-[(6-methyl-3-pyridinyl)hydroxymethyl]pyrimidine). Isolated yield 45.4%. Reaction SMILES: [CH3:1][C:2]1[CH:7]=[CH:6][C:5]([CH:8]=[O:9])=[CH:4][N:3]=1.[NH:10]1[CH:17]=[CH:16][C:14](=[O:15])[NH:13][C:11]1=[S:12].Cl.C(=O)(O)[O-].[Na+]>CO>[OH:15][C:14]1[C:16]([CH:8]([C:5]2[CH:4]=[N:3][C:2]([CH3:1])=[CH:7][CH:6]=2)[OH:9])=[CH:17][N:10]=[C:11]([SH:12])[N:13]=1 |f:3.4|. Procedure: A mixture of 5 g (0.04 mol) of 2-methyl-5-formylpyridine, 5.29 g (0.04 mol) of 2-thiouracil and 50 ml of concentrated hydrochloric acid was heated overnight. The solution was neutralized with sodium bicarbonate. The organic material in the resulting precipitate was taken up in methanol which was then evaporated to give 4.53 g (45%) of 4-hydroxy-2-mercapto-5-[(6-methyl-3-pyridinyl)hydroxymethyl]pyrimidine [MS(m/e)250]. This compound (2 g) is treated with zinc-acetic acid as in Example 9 to give t... The reactants are C1(=CC=CC=C1)CCN (β-phenylethylamine), O (water), C([O-])(O)=O.[Na+] (sodium bicarbonate), ClCC(=O)Cl (Chloroacetyl chloride). Run in C1(=CC=CC=C1)C (toluene). Conditions: temperature 2.5 celsius, time 3 hour. The product is ClCC(=O)NCCC1=CC=CC=C1 (2-chloro-N-phenethylacetamide). As a reaction SMILES: [C:1]1([CH2:7][CH2:8][NH2:9])[CH:6]=[CH:5][CH:4]=[CH:3][CH:2]=1.C(=O)(O)[O-].[Na+].[Cl:15][CH2:16][C:17](Cl)=[O:18].O>C1(C)C=CC=CC=1>[Cl:15][CH2:16][C:17]([NH:9][CH2:8][CH2:7][C:1]1[CH:6]=[CH:5][CH:4]=[CH:3][CH:2]=1)=[O:18] |f:1.2|. Procedure details: β-phenylethylamine (0.68 kg) was taken in dry toluene (4.42 L) and sodium bicarbonate (0.612 kg) was added at 30° C. and cooled to 0-5° C. Chloroacetyl chloride was slowly added under nitrogen blanket at 0-10° C., stirred and maintained for 2 hr. After completion of the reaction, water was added slowly and reaction mass was allowed to attain 33±2° C. and the layers were separated. To the aqueous layer toluene was added, stirred and two layers were separated. To the organic layer dil HCl solution... Reactants: CCO, O=C(Cl)C1CCCC1, O=[N+]([O-])c1cccnc1O. The product is O=C(Nc1cccnc1O)C1CCCC1. Reaction SMILES: [CH3:19][CH2:20][OH:21].[CH:11]1([C:16](=[O:17])[Cl:18])[CH2:12][CH2:13][CH2:14][CH2:15]1.[OH:1][c:2]1[n:3][cH:4][cH:5][cH:6][c:7]1[N+:8]([O-:9])=[O:10]>>[OH:1][c:2]1[n:3][cH:4][cH:5][cH:6][c:7]1[NH:8][C:16]([CH:11]1[CH2:12][CH2:13][CH2:14][CH2:15]1)=[O:17]. The reactants are C(Cl)Cl (methylene chloride), COC1=CC=C(CN2C(C3CC3C(N2)=O)=O)C=C1 ((±)-3-(4-methoxybenzyl)-3,4-diazabicyclo[4.1.0]heptane-2,5-dione), B(Br)(Br)Br (boron tribromide). Run in O (Water). Reaction conditions: time 2 hour. Yields the product OC1=CC=C(CN2C(C3CC3C(N2)=O)=O)C=C1 ((±)-3-(4-Hydroxybenzyl)-3,4-diazabicyclo[4.1.0]heptane-2,5-dione). Yield: 27.6%. RXN SMILES: C(Cl)Cl.C[O:5][C:6]1[CH:21]=[CH:20][C:9]([CH2:10][N:11]2[NH:17][C:16](=[O:18])[CH:15]3[CH:13]([CH2:14]3)[C:12]2=[O:19])=[CH:8][CH:7]=1.B(Br)(Br)Br>O>[OH:5][C:6]1[CH:7]=[CH:8][C:9]([CH2:10][N:11]2[NH:17][C:16](=[O:18])[CH:15]3[CH:13]([CH2:14]3)[C:12]2=[O:19])=[CH:20][CH:21]=1. Procedure details: To 5 ml of methylene chloride was added 462 mg (1.87 mmol) of (±)-3-(4-methoxybenzyl)-3,4-diazabicyclo[4.1.0]heptane-2,5-dione obtained in Reference Example 19. The mixture was cooled on a dry ice/ethanol bath, and 0.1 ml (1.1 mmol) of boron tribromide was added thereto dropwise. The temperature was elevated to room temperature, and the mixture was stirred for 2 hours. Water was added to the reaction mixture, and the mixture was extracted with ethyl acetate. The organic layer was dried over anhy...